This data is from the Open Reaction Database (ORD), a public repository of structured organic reaction records. The task is: describe an organic reaction: reactants, conditions, products, and yield Starting materials: N (Ammonia), O (water), ClC=1C(=NC=C(N1)C)C (3-chloro-2,5-dimethylpyrazine). Run at temperature 165 celsius, time 16 hour. The product is CC=1C(=NC(=CN1)C)N (3,6-dimethylpyrazin-2-amine). RXN SMILES: [NH3:1].O.Cl[C:4]1[C:5]([CH3:11])=[N:6][CH:7]=[C:8]([CH3:10])[N:9]=1>>[CH3:11][C:5]1[C:4]([NH2:1])=[N:9][C:8]([CH3:10])=[CH:7][N:6]=1. Procedure: Ammonia in water (3 mL, 48.5 mmol) was added to 3-chloro-2,5-dimethylpyrazine (0.121 mL, 1 mmol) and the mixture heated by microwaves to 165° C. for 7 hours. Following LCMS analysis, the reaction was then reheated to 165° C. for a further 16 hours, by microwaves. After cooling, the solvent was removed under a stream of nitrogen and the crude redissolved in dichloromethane (20 mL). Water (25 mL) was added and the mixture basified to pH14 using sodium hydroxide solution (18 N). The organic layer w... Reaction SMILES: [CH2:11]([CH2:12][CH2:13][CH3:14])[n:15]1[c:16](=[N:24][C:25]([c:26]2[c:27]([F:36])[cH:28][cH:29][c:30]([C:32]([F:33])([F:34])[F:35])[cH:31]2)=[O:37])[s:17][c:18]([C:20]([CH3:21])([CH3:22])[CH3:23])[n:19]1.[CH2:38]1[O:39][CH2:40][CH2:41][CH2:42]1.[CH3:1][N:2]1[CH:3]([CH2:7][OH:8])[CH2:4][CH2:5][CH2:6]1.[H-:10].[Na+:9]>>[CH3:1][N:2]1[CH:3]([CH2:7][O:8][c:27]2[c:26]([C:25]([N:24]=[c:16]3[n:15]([CH2:11][CH2:12][CH2:13][CH3:14])[n:19][c:18]([C:20]([CH3:21])([CH3:22])[CH3:23])[s:17]3)=[O:37])[cH:31][c:30]([C:32]([F:33])([F:34])[F:35])[cH:29][cH:28]2)[CH2:4][CH2:5][CH2:6]1. Yields the product CCCCn1nc(C(C)(C)C)sc1=NC(=O)c1cc(C(F)(F)F)ccc1OCC1CCCN1C. Starting materials: CCCCn1nc(C(C)(C)C)sc1=NC(=O)c1cc(C(F)(F)F)ccc1F, C1CCOC1, CN1CCCC1CO, [H-], [Na+]. Starting materials: Br.Br.Br.NC=1SC=C(N1)CC(=O)N1CCN(CC1)C1CCN(CC1)C (2-(2-amino-thiazol-4-yl)-1-[4-(1-methyl-piperidin-4-yl)-piperazin-1-yl]-ethanone trihydrobromide), ClC1=CC=C(S1)C(=O)O (5-chlorthiophene-2-carboxylic acid). The product is CN1CCC(CC1)N1CCN(CC1)C(CC=1N=C(SC1)NC(=O)C=1SC(=CC1)Cl)=O (5-chloro-thiophene-2-carboxylic acid (4-{2-[4-(1-methyl-piperidin-4-yl)-piperazin-1-yl]-2-oxo-ethyl}-thiazol-2-yl)-amide). Reaction SMILES: Br.Br.Br.[NH2:4][C:5]1[S:6][CH:7]=[C:8]([CH2:10][C:11]([N:13]2[CH2:18][CH2:17][N:16]([CH:19]3[CH2:24][CH2:23][N:22]([CH3:25])[CH2:21][CH2:20]3)[CH2:15][CH2:14]2)=[O:12])[N:9]=1.[Cl:26][C:27]1[S:31][C:30]([C:32](O)=[O:33])=[CH:29][CH:28]=1>>[CH3:25][N:22]1[CH2:23][CH2:24][CH:19]([N:16]2[CH2:15][CH2:14][N:13]([C:11](=[O:12])[CH2:10][C:8]3[N:9]=[C:5]([NH:4][C:32]([C:30]4[S:31][C:27]([Cl:26])=[CH:28][CH:29]=4)=[O:33])[S:6][CH:7]=3)[CH2:18][CH2:17]2)[CH2:20][CH2:21]1 |f:0.1.2.3|. Reported procedure: In analogy to example 47.3, 2-(2-amino-thiazol-4-yl)-1-[4-(1-methyl-piperidin-4-yl)-piperazin-1-yl]-ethanone trihydrobromide (example 47.2) was coupled with 5-chlorthiophene-2-carboxylic acid, using general method D, to give 5-chloro-thiophene-2-carboxylic acid (4-{2-[4-(1-methyl-piperidin-4-yl)-piperazin-1-yl]-2-oxo-ethyl}-thiazol-2-yl)-amide. Light orange solid. MS 468.5 ([M+H]+) Starting materials: IC1=C(C=CC=C1)C(=C)C=1C=C2C(CCC(C2=CC1C)(C)C)(C)C (6-[1-(2-Iodophenyl)vinyl]-1,1,4,4,7-pentamethyl-1,2,3,4-tetrahydronaphthalene), [OH-].[Na+] (sodium hydroxide), C1CCOC1 (THF), Cl (HCl). Product: CC=1C(=CC=2C(CCC(C2C1)(C)C)(C)C)C(=C)C1=C(C=CC=C1)C=CC(=O)O (3-{2-[1-(3,5,5,8,8-Pentamethyl-5,6,7,8-tetrahydro-2-naphthyl)vinyl]phenyl}acrylic acid). As a reaction SMILES: I[C:2]1[CH:7]=[CH:6][CH:5]=C[C:3]=1[C:8]([C:10]1[CH:11]=[C:12]2[C:17](=[CH:18][C:19]=1[CH3:20])[C:16]([CH3:22])([CH3:21])[CH2:15][CH2:14][C:13]2([CH3:24])[CH3:23])=[CH2:9].[OH-:25].[Na+].Cl.[CH2:28]1[CH2:32][O:31][CH2:30][CH2:29]1>>[CH3:20][C:19]1[C:10]([C:8]([C:3]2[CH:2]=[CH:7][CH:6]=[CH:5][C:30]=2[CH:29]=[CH:28][C:32]([OH:31])=[O:25])=[CH2:9])=[CH:11][C:12]2[C:13]([CH3:24])([CH3:23])[CH2:14][CH2:15][C:16]([CH3:21])([CH3:22])[C:17]=2[CH:18]=1 |f:1.2|. Reported procedure: A solution of the product of Example 5 (1.28 g, 3.2 mmol) and sodium hydroxide (1.3 g) in THF (50 ml) is refluxed for 6 h, acidified to pH 1 (concentrated HCl), extracted with ethyl acetate and washed with water. After drying, the organic phase is concentrated on a rotary evaporator under vacuum at 40° C. and the product is washed with heptane. The reactants are CC1=CC=C(C=C1)S(=O)(=O)OC[C@H](O)[C@@H]1C(=C(C(O1)=O)OCC1=CC=CC=C1)OCC1=CC=CC=C1 ((R)-5-[2-(4-methylphenylsulfonyloxy)-(S)-1-hydroxyethyl]-3,4dibenzyloxy-5H-furan-2-one), [N-]=[N+]=[N-].[Na+] (sodium azide). Solvent: CO (methanol). The product is N(=[N+]=[N-])C[C@H](O)[C@@H]1C(=C(C(O1)=O)OCC1=CC=CC=C1)OCC1=CC=CC=C1 ((R)-5-(2-azido-(S)-1-hydroxyethyl)-3,4-dibenzyloxy-5H-furan-2-one), solid. Yield: 89.0%. As a reaction SMILES: CC1C=CC(S(O[CH2:12][C@@H:13]([C@H:15]2[O:19][C:18](=[O:20])[C:17]([O:21][CH2:22][C:23]3[CH:28]=[CH:27][CH:26]=[CH:25][CH:24]=3)=[C:16]2[O:29][CH2:30][C:31]2[CH:36]=[CH:35][CH:34]=[CH:33][CH:32]=2)[OH:14])(=O)=O)=CC=1.[N-:37]=[N+:38]=[N-:39].[Na+]>CO>[N:37]([CH2:12][C@@H:13]([C@H:15]1[O:19][C:18](=[O:20])[C:17]([O:21][CH2:22][C:23]2[CH:28]=[CH:27][CH:26]=[CH:25][CH:24]=2)=[C:16]1[O:29][CH2:30][C:31]1[CH:36]=[CH:35][CH:34]=[CH:33][CH:32]=1)[OH:14])=[N+:38]=[N-:39] |f:1.2|. Procedure details: (R)-5-[2-(4-methylphenylsulfonyloxy)-(S)-1-hydroxyethyl]-3,4dibenzyloxy-5H-furan-2-one (5)† (550 mg, 1.1 mmol), sodium azide (190 mg, 1.7 mmol) and methanol (2 ml) were heated under reflux for 6 hours. The reaction mixture was cooled and most of the solvent removed by evaporation at room temperature. The resulting material was partitioned between water (25 ml) and dichloromethane (25 ml) and the aqueous phase extracted with dichloromethane (25 ml). The combined organic fractions were dried (MgSO... Starting materials: BrCCCON1C(CC2(CCCC2)CC1=O)=O (8-(3-bromopropyloxy)-8-azaspiro[4.5]decan-7,9-dione), CSC=1C=C(C=CC1)N1CCNCC1 (1-(3-methylthiophenyl)piperazine), C(C)(C)N(CC)C(C)C (diisopropylethylamine). Solvent: CC#N (CH3CN). The product is CSC=1C=C(C=CC1)N1CCN(CC1)CCCON1C(CC2(CCCC2)CC1=O)=O (8-[3-[4-(3-Methylthiophenyl)-1-piperazinyl]propyloxy]-8-azaspiro[4.5]-decan-7,9-dione). RXN SMILES: Br[CH2:2][CH2:3][CH2:4][O:5][N:6]1[C:15](=[O:16])[CH2:14][C:9]2([CH2:13][CH2:12][CH2:11][CH2:10]2)[CH2:8][C:7]1=[O:17].[CH3:18][S:19][C:20]1[CH:21]=[C:22]([N:26]2[CH2:31][CH2:30][NH:29][CH2:28][CH2:27]2)[CH:23]=[CH:24][CH:25]=1.C(N(C(C)C)CC)(C)C>CC#N>[CH3:18][S:19][C:20]1[CH:21]=[C:22]([N:26]2[CH2:31][CH2:30][N:29]([CH2:2][CH2:3][CH2:4][O:5][N:6]3[C:15](=[O:16])[CH2:14][C:9]4([CH2:13][CH2:12][CH2:11][CH2:10]4)[CH2:8][C:7]3=[O:17])[CH2:28][CH2:27]2)[CH:23]=[CH:24][CH:25]=1. Procedure: A mixture of 8-(3-bromopropyloxy)-8-azaspiro[4.5]decan-7,9-dione (4.0 g), 1-(3-methylthiophenyl)piperazine (2.75 g) and diisopropylethylamine (4.6 ml) was stirred in 100 ml of dry CH3CN at room temperature under N2. Starting materials: C(CCC)[Li] (n-Butyl lithium), solution, BrC1=CC=C(C=C1)CCC (1-bromo-4-propylbenzene), B(OC(C)C)(OC(C)C)OC(C)C (triisopropyl borate), [Cl-].[NH4+] (ammonium chloride). Solvent: hexanes, C1CCOC1 (THF), O (water). Conditions: temperature -70 celsius, time 10 minute. Yields the product CCCC(C)C (isohexane), C(CC)C1=CC=C(C=C1)B(O)O (4-propylphenylboronic acid). As a reaction SMILES: C([Li])CCC.Br[C:7]1[CH:12]=[CH:11][C:10]([CH2:13][CH2:14][CH3:15])=[CH:9][CH:8]=1.[B:16](OC(C)C)([O:21]C(C)C)[O:17]C(C)C.[Cl-].[NH4+]>C1COCC1.O>[CH3:7][CH2:8][CH2:9][CH:10]([CH3:13])[CH3:11].[CH2:13]([C:10]1[CH:11]=[CH:12][C:7]([B:16]([OH:21])[OH:17])=[CH:8][CH:9]=1)[CH2:14][CH3:15] |f:3.4|. Reported procedure: n-Butyl lithium (34 ml of a 1.6M solution in hexanes) was added dropwise to a stirred solution of 1-bromo-4-propylbenzene (9.96 g) in dry THF (30 ml) at -70° C. under argon. The reaction was stirred for 1 hour at -70° C. before addition of triisopropyl borate (12.7 ml) and then stirred for a further 90 minutes at -70° C. before addition of saturated aqueous ammonium chloride solution (30 ml). The reaction was stirred at -70° C. for a further 10 minutes, water (100 ml) was added and the reaction ...